Dataset: the Open Reaction Database (ORD), a public repository of structured organic reaction records. Task: describe an organic reaction: reactants, conditions, products, and yield Starting materials: Cc1ccc(C(=O)O)cc1, [Cl-], Nc1cc(F)ccc1F, O=S(Cl)Cl. Product: Cc1ccc(C(=O)Nc2cc(F)ccc2F)cc1. Reaction SMILES: [CH3:1][c:2]1[cH:3][cH:4][c:5]([C:8]([OH:9])=[O:10])[cH:6][cH:7]1.[Cl-:11].[F:16][c:17]1[c:18]([NH2:19])[cH:20][c:21]([F:24])[cH:22][cH:23]1.[S:12]([Cl:13])([Cl:14])=[O:15]>>[CH3:1][c:2]1[cH:3][cH:4][c:5]([C:8](=[O:10])[NH:19][c:18]2[c:17]([F:16])[cH:23][cH:22][c:21]([F:24])[cH:20]2)[cH:6][cH:7]1.